This data is from the Open Reaction Database (ORD), a public repository of structured organic reaction records. The task is: describe an organic reaction: reactants, conditions, products, and yield Starting materials: C(\C=C/C(=O)O)(=O)O (maleic acid), BrC1=CC2=C(N=CS2)C=C1 (6-bromo-benzothiazole), C1NCCC2=CC=CC=C12 (tetrahydroisoquinoline). The solvent is CO (methanol), CO (methanol). Reaction conditions: time 8 hour. The product is S1C=NC2=C1C=C(C=C2)C2CN(CC1=CC=CC=C21)C (Racemic 4-benzothiazol-6-yl-2-methyl-1,2,3,4-tetrahydroisoquinoline), C(\C=C/C(=O)O)(=O)O.S1C=NC2=C1C=C(C=C2)C2CN(CC1=CC=CC=C21)C ((+/−)-4-benzothiazol-6-yl-2-methyl-1,2,3,4-tetrahydroisoquinoline, maleate salt). As a reaction SMILES: Br[C:2]1[CH:10]=[CH:9][C:5]2[N:6]=[CH:7][S:8][C:4]=2[CH:3]=1.[CH2:11]1[C:20]2[C:15](=[CH:16][CH:17]=[CH:18][CH:19]=2)[CH2:14][CH2:13][NH:12]1.[C:21]([OH:28])(=[O:27])/[CH:22]=[CH:23]\[C:24]([OH:26])=[O:25]>CO>[S:8]1[C:4]2[CH:3]=[C:2]([CH:14]3[C:15]4[C:20](=[CH:19][CH:18]=[CH:17][CH:16]=4)[CH2:11][N:12]([CH3:21])[CH2:13]3)[CH:10]=[CH:9][C:5]=2[N:6]=[CH:7]1.[C:21]([OH:28])(=[O:27])/[CH:22]=[CH:23]\[C:24]([OH:26])=[O:25].[S:8]1[C:4]2[CH:3]=[C:2]([CH:14]3[C:15]4[C:20](=[CH:19][CH:18]=[CH:17][CH:16]=4)[CH2:11][N:12]([CH3:21])[CH2:13]3)[CH:10]=[CH:9][C:5]=2[N:6]=[CH:7]1 |f:5.6|. Procedure: Racemic 4-benzothiazol-6-yl-2-methyl-1,2,3,4-tetrahydroisoquinoline was prepared from 6-bromo-benzothiazole by a method similar to the one described in Example 129 (Steps B to C). The desired tetrahydroisoquinoline (20.5 mg) was dissolved in methanol and treated with a solution of maleic acid in methanol (1 mL) at 0° C. The solution was stirred at room temperature overnight, then concentrated, and the solid was washed with diethyl ether providing (+/−)-4-benzothiazol-6-yl-2-methyl-1,2,3,4-tetrah... Starting materials: O=C1C(O)=C([O-])[C@H](O1)[C@@H](O)CO.[Na+] (sodium ascorbate), O (water), C(#N)C=1C(OC(C1C1=CC=C(C=C1)C#C)(C)C)=C(C#N)C#N (2-[3-cyano-4-(4-ethynyl-phenyl)-5,5-dimethyl-5H-furan-2-ylidene]malononitrile), N(=[N+]=[N-])CCCCCCCC (1-azidooctane). Procedure details: A mixture of 2-[3-cyano-4-(4-ethynyl-phenyl)-5,5-dimethyl-5H-furan-2-ylidene]malononitrile (90 mg, 0.34 mmol) and 1-azidooctane (80 mg, 0.51 mmol) in 15 mL ethanol was stirred at 50° C. under nitrogen and a solution of sodium ascorbate (25 mg, 0.12 mmol in 1 mL water) was added, followed by copper sulfate (15 mg, 0.06 mmol in 1 mL water) solution. The resulting mixture was stirred at the same temperature for 24 h, cooled and the reaction mixture was poured into cold water (100 mL). The mixture w... RXN SMILES: [C:1]([C:3]1[C:4](=[C:18]([C:21]#[N:22])[C:19]#[N:20])[O:5][C:6]([CH3:17])([CH3:16])[C:7]=1[C:8]1[CH:13]=[CH:12][C:11]([C:14]#[CH:15])=[CH:10][CH:9]=1)#[N:2].[N:23]([CH2:26][CH2:27][CH2:28][CH2:29][CH2:30][CH2:31][CH2:32][CH3:33])=[N+:24]=[N-:25].O=C1O[C@H]([C@H](CO)O)C([O-])=C1O.[Na+].O>C(O)C.S([O-])([O-])(=O)=O.[Cu+2]>[C:1]([C:3]1[C:4](=[C:18]([C:19]#[N:20])[C:21]#[N:22])[O:5][C:6]([CH3:17])([CH3:16])[C:7]=1[C:8]1[CH:13]=[CH:12][C:11]([C:14]2[N:25]=[N:24][N:23]([CH2:26][CH2:27][CH2:28][CH2:29][CH2:30][CH2:31][CH2:32][CH3:33])[CH:15]=2)=[CH:10][CH:9]=1)#[N:2] |f:2.3,6.7|. Product: C(#N)C=1C(OC(C1C1=CC=C(C=C1)C=1N=NN(C1)CCCCCCCC)(C)C)=C(C#N)C#N (2-{3-Cyano-5,5-dimethyl 4-[4 (1-octyl-1H-[1,2,3] triazol-4-yl)phenyl]-5H-furan-2-ylidene}malononitrile). Run in C(C)O (ethanol). Reagents/catalysts: S(=O)(=O)([O-])[O-].[Cu+2] (copper sulfate). Reaction conditions: temperature 50 celsius.